Dataset: the Open Reaction Database (ORD), a public repository of structured organic reaction records. Task: describe an organic reaction: reactants, conditions, products, and yield The reactants are COC1=CC2=CC[C@H]3[C@@H]4CCC([C@@]4(C)CC[C@@H]3[C@]2(CC1)C)=C(S(=O)(=O)C1=CC=C(C=C1)C)[N+]#[C-] (3-methoxy-17-(isocyano-p-methylphenylsulfonylmethylene)-androsta-3,5-diene), C(C)I (ethyl iodide). The product is COC1=CC2=CC[C@H]3[C@@H]4CC=C(C(CC)(S(=O)(=O)C5=CC=C(C=C5)C)[N+]#[C-])[C@]4(CC[C@@H]3[C@]2(CC1)C)C (3-methoxy-20-isocyano-20-p-methylphenylsulfonyl-21-methylpregna-3,5,16-triene). As a reaction SMILES: [CH3:1][O:2][C:3]1[CH2:20][CH2:19][C@@:18]2([CH3:21])[C:5](=[CH:6][CH2:7][C@@H:8]3[C@@H:17]2[CH2:16][CH2:15][C@@:13]2([CH3:14])[C@H:9]3[CH2:10][CH2:11][C:12]2=[C:22]([N+:33]#[C-:34])[S:23]([C:26]2[CH:31]=[CH:30][C:29]([CH3:32])=[CH:28][CH:27]=2)(=[O:25])=[O:24])[CH:4]=1.[CH2:35](I)[CH3:36]>>[CH3:1][O:2][C:3]1[CH2:20][CH2:19][C@@:18]2([CH3:21])[C:5](=[CH:6][CH2:7][C@@H:8]3[C@@H:17]2[CH2:16][CH2:15][C@@:13]2([CH3:14])[C@H:9]3[CH2:10][CH:11]=[C:12]2[C:22]([N+:33]#[C-:34])([S:23]([C:26]2[CH:27]=[CH:28][C:29]([CH3:32])=[CH:30][CH:31]=2)(=[O:25])=[O:24])[CH2:35][CH3:36])[CH:4]=1. Procedure details: The title compound was prepared according to the method described in Example 8a starting from 3-methoxy-17-(isocyano-p-methylphenylsulfonylmethylene)-androsta-3,5-diene (954 mg, 2 mmol) and ethyl iodide (4.9 mmol). Yield: 900 mg (89%), m.p. 135°-150° C.